Dataset: the Open Reaction Database (ORD), a public repository of structured organic reaction records. Task: describe an organic reaction: reactants, conditions, products, and yield Product: CN1C(=O)CCC1C1CCC2(CC1)OCCO2. Starting materials: C1CCOC1, CI, [H-], [Na+], [Na+], O=C([O-])O, O=C1CCC(C2CCC3(CC2)OCCO3)N1. Reaction SMILES: [CH2:26]1[O:27][CH2:28][CH2:29][CH2:30]1.[CH3:19][I:20].[H-:1].[Na+:25].[Na+:2].[O-:21][C:22]([OH:23])=[O:24].[O:3]1[CH2:4][CH2:5][O:6][C:7]12[CH2:8][CH2:9][CH:10]([CH:13]1[CH2:14][CH2:15][C:16](=[O:18])[NH:17]1)[CH2:11][CH2:12]2>>[O:3]1[CH2:4][CH2:5][O:6][C:7]12[CH2:8][CH2:9][CH:10]([CH:13]1[CH2:14][CH2:15][C:16](=[O:18])[N:17]1[CH3:22])[CH2:11][CH2:12]2. Starting materials: 12, C(C)(C)[C@@H]1C(NCC(O[C@@H](CC(N[C@@H](C(N[C@@H](C(N1)=O)CSC(C1=CC=CC=C1)(C1=CC=CC=C1)C1=CC=CC=C1)=O)C)=O)\C=C\CCSC(C1=CC=CC=C1)(C1=CC=CC=C1)C1=CC=CC=C1)=O)=O ((6R,9S,12R,16S)-6-isopropyl-12-methyl-16-((E)-4-tritylsulfanyl-but-1-enyl)-9-tritylsulfanylmethyl-1-oxa-4,7,10,13-tetraaza-cyclohexadecane-2,5,8,11,14-pentaone), S(=S)(=O)([O-])[O-].[Na+].[Na+] (sodium thiosulfate), [Na+].[Cl-] (NaCl). Solvent: CH2Cl MeOH, C(Cl)Cl.CO (CH2Cl2 MeOH). Reaction conditions: time 30 minute. The product is C(C)(C)[C@@H]1C(NCC(O[C@@H]2/C=C/CCSSC[C@H](C(N1)=O)NC([C@H](NC(C2)=O)C)=O)=O)=O ((E)-(1S,7R,10S,21R)-7-isopropyl-21-methyl-2-oxa-12,13-dithia-5,8,20,23-tetraaza-bicyclo[8.7.6]tricos-16-ene-3,6,9,19,22-pentaone). Yield: 95.5%. As a reaction SMILES: [CH:1]([C@H:4]1[NH:19][C:18](=[O:20])[C@@H:17]([CH2:21][S:22]C(C2C=CC=CC=2)(C2C=CC=CC=2)C2C=CC=CC=2)[NH:16][C:15](=[O:42])[C@@H:14]([CH3:43])[NH:13][C:12](=[O:44])[CH2:11][C@@H:10](/[CH:45]=[CH:46]/[CH2:47][CH2:48][S:49]C(C2C=CC=CC=2)(C2C=CC=CC=2)C2C=CC=CC=2)[O:9][C:8](=[O:69])[CH2:7][NH:6][C:5]1=[O:70])([CH3:3])[CH3:2].S([O-])([O-])(=O)=S.[Na+].[Na+].[Na+].[Cl-]>C(Cl)Cl.CO>[CH:1]([C@H:4]1[NH:19][C:18](=[O:20])[C@@H:17]2[NH:16][C:15](=[O:42])[C@@H:14]([CH3:43])[NH:13][C:12](=[O:44])[CH2:11][C@@H:10]([CH:45]=[CH:46][CH2:47][CH2:48][S:49][S:22][CH2:21]2)[O:9][C:8](=[O:69])[CH2:7][NH:6][C:5]1=[O:70])([CH3:3])[CH3:2] |f:1.2.3,4.5,6.7|. Procedure details: To a vigorously stirring solution of 12 (1120 mg, 4.42 mmol) in CH2Cl/MeOH (9:1, 1000 mL) was added the protected dithiol 8A (430 mg, 0.44 mmol) in CH2Cl2/MeOH (9:1, 500 mL) dropwise over 30 minutes. After stirring for a further 30 minutes, 0.1M sodium thiosulfate (300 mL) and sat. NaCl (100 mL) were added, extracting with CH2Cl2 (3×100 mL). The combined organic extract was dried (MgSO4), filtered, and solvent removed. The residue was purified by flash chromatography (eluent 1-6% MeOH/CH2Cl2) to... Reactants: CC(C)(C)OC(=O)NC1CCc2cc(C(=O)N3CCCC3)ccc2C1, CO, Cl, [Na+], [OH-]. As a reaction SMILES: [C:1]([O:2][C:3](=[O:4])[NH:7][CH:8]1[CH2:9][c:10]2[cH:11][cH:12][c:13]([C:18](=[O:19])[N:20]3[CH2:21][CH2:22][CH2:23][CH2:24]3)[cH:14][c:15]2[CH2:16][CH2:17]1)([CH3:5])([CH3:6])[CH3:25].[CH3:29][OH:30].[ClH:26].[Na+:28].[OH-:27]>>[NH2:7][CH:8]1[CH2:9][c:10]2[cH:11][cH:12][c:13]([C:18](=[O:19])[N:20]3[CH2:21][CH2:22][CH2:23][CH2:24]3)[cH:14][c:15]2[CH2:16][CH2:17]1. The product is NC1CCc2cc(C(=O)N3CCCC3)ccc2C1. Starting materials: C1CCOC1, CO, [Cl-], O=[N+]([O-])c1ccc(Oc2ccnc(Cl)c2)cn1, [NH4+], [Zn]. The product is Nc1ccc(Oc2ccnc(Cl)c2)cn1. As a reaction SMILES: [CH2:20]1[O:21][CH2:22][CH2:23][CH2:24]1.[CH3:25][OH:26].[Cl-:18].[Cl:1][c:2]1[n:3][cH:4][cH:5][c:6]([O:8][c:9]2[cH:10][n:11][c:12]([N+:15]([O-:16])=[O:17])[cH:13][cH:14]2)[cH:7]1.[NH4+:19].[Zn:27]>>[Cl:1][c:2]1[n:3][cH:4][cH:5][c:6]([O:8][c:9]2[cH:10][n:11][c:12]([NH2:15])[cH:13][cH:14]2)[cH:7]1. Reactants: C(C)(=O)OC(C)=O (Acetic anhydride), FC(C(C(C(F)(F)F)(F)F)(F)F)(S(=O)(=O)[O-])F.OC1=CC=C(C=C1)[S+](C1=CC=CC=C1)C1=CC=C(C=C1)O (Bis[4-hydroxylphenyl]phenysulfonium perfluorobutanesulfonate), CC(=O)C (acetone), C([O-])([O-])=O.[K+].[K+] (potassium carbonate). Solvent: O (water), ClCCl (Dichloromethane), CCOCC (Ether), ClCCl (dichloromethane). Yields the product FC(C(C(C(F)(F)F)(F)F)(F)F)(S(=O)(=O)[O-])F.C(C)(=O)OC1=CC=C(C=C1)[S+](C1=CC=CC=C1)C1=CC=C(C=C1)OC(C)=O (bis[4-acetyloxyphenyl]phenylsulfonium perfluorobutanesulfonate). As a reaction SMILES: [F:1][C:2]([F:17])([S:13]([O-:16])(=[O:15])=[O:14])[C:3]([F:12])([F:11])[C:4]([F:10])([F:9])[C:5]([F:8])([F:7])[F:6].[OH:18][C:19]1[CH:24]=[CH:23][C:22]([S+:25]([C:32]2[CH:37]=[CH:36][C:35]([OH:38])=[CH:34][CH:33]=2)[C:26]2[CH:31]=[CH:30][CH:29]=[CH:28][CH:27]=2)=[CH:21][CH:20]=1.C[C:40]([CH3:42])=[O:41].C(=O)([O-])[O-].[K+].[K+].[C:49](OC(=O)C)(=[O:51])[CH3:50]>CCOCC.ClCCl.O>[F:17][C:2]([F:1])([S:13]([O-:16])(=[O:15])=[O:14])[C:3]([F:11])([F:12])[C:4]([F:10])([F:9])[C:5]([F:8])([F:7])[F:6].[C:49]([O:18][C:19]1[CH:24]=[CH:23][C:22]([S+:25]([C:32]2[CH:33]=[CH:34][C:35]([O:38][C:40](=[O:41])[CH3:42])=[CH:36][CH:37]=2)[C:26]2[CH:31]=[CH:30][CH:29]=[CH:28][CH:27]=2)=[CH:21][CH:20]=1)(=[O:51])[CH3:50] |f:0.1,3.4.5,10.11|. Reported procedure: Bis[4-hydroxylphenyl]phenysulfonium perfluorobutanesulfonate (10 g) and acetone were placed into a reaction vessel equipped with an agitator, a thermometer, a reflux condenser, and a tube for introducing nitrogen gas into the vessel. Under a nitrogen blanket, 4.6 g of potassium carbonate was added to the reaction vessel and the mixture was stirred for an hour. Acetic anhydride 3.43 gram was added and stirred overnight at room temperature. Dichloromethane (150 ml) and water were added to the reac... Reactants: FC=1C(=NC=CC1)C#N (3-fluoro-2-cyanopyridine), N (ammonia), N (ammonia). Run in C(Cl)(Cl)Cl (CHCl3), CS(=O)C (DMSO), CS(=O)C (DMSO). Reaction conditions: temperature 70 celsius. Yields the product NC=1C(=NC=CC1)C#N (3-aminopyridine-2-carbonitrile). Reaction SMILES: F[C:2]1[C:3]([C:8]#[N:9])=[N:4][CH:5]=[CH:6][CH:7]=1.[NH3:10]>CS(C)=O.C(Cl)(Cl)Cl>[NH2:10][C:2]1[C:3]([C:8]#[N:9])=[N:4][CH:5]=[CH:6][CH:7]=1. Procedure details: A solution of 3-fluoro-2-cyanopyridine (Sakamoto et. al., Chem. Pharm. Bull. 1985, 33: 565-571) (10 g, 82 mmol) in DMSO (30 mL) was placed in a pressure vessel and saturated with ammonia gas. The reaction was capped and heated to 70 degrees C. overnight. The reaction was cooled, vented and re-saturated with ammonia, then sealed and re-heated for several hours. The reaction was cooled, vented, diluted with CHCl3 and the solids that had formed were filtered off. The solution was added to the top o... Reactants: O (water), ClCC(=O)OC (methyl chloroacetate), O (water), S(=O)([O-])[O-].[Na+].[Na+] (sodium sulfite), BrC1=CC=C(C=C1)S(=O)(=O)C=1C=C(C=CC1)S(=O)(=O)Cl (3-(4-bromophenylsulfonyl)benzenesulfonyl chloride). The solvent is C(C)#N (acetonitrile). Reaction conditions: temperature 50 celsius, time 2 hour. Product: COC(CS(=O)(=O)C1=CC(=CC=C1)S(=O)(=O)C1=CC=C(C=C1)Br)=O (3-(4-bromophenylsulfonyl)phenylsulfonylacetic acid methyl ester). As a reaction SMILES: O.S([O-])([O-])=O.[Na+].[Na+].[Br:8][C:9]1[CH:14]=[CH:13][C:12]([S:15]([C:18]2[CH:19]=[C:20]([S:24](Cl)(=[O:26])=[O:25])[CH:21]=[CH:22][CH:23]=2)(=[O:17])=[O:16])=[CH:11][CH:10]=1.Cl[CH2:29][C:30]([O:32][CH3:33])=[O:31]>C(#N)C>[CH3:33][O:32][C:30](=[O:31])[CH2:29][S:24]([C:20]1[CH:21]=[CH:22][CH:23]=[C:18]([S:15]([C:12]2[CH:13]=[CH:14][C:9]([Br:8])=[CH:10][CH:11]=2)(=[O:17])=[O:16])[CH:19]=1)(=[O:26])=[O:25] |f:1.2.3|. Procedure details: To 150 ml of water was added 85 g of sodium sulfite and then 54 g of 3-(4-bromophenylsulfonyl)benzenesulfonyl chloride was added thereto. After stirring the mixture for 2 hours at 50° C., the reaction mixture thus obtained was ice-cooled and crystals thus formed were collected by filtration. To the crystals thus obtained were added 40 ml of water, 40 ml of acetonitrile and 15 ml of methyl chloroacetate followed by refluxing for 2 hours. The reaction mixture thus formed was extracted with chlorof... The reactants are FC(C=1N=C(SC1)NC(=O)C1=NC(=CC=C1NC=1C=NC=CC1)C)(F)F (6-Methyl-3-(pyridin-3-ylamino)-pyridine-2-carboxylic acid (4-trifluoromethyl-thiazol-2-yl)-amide), BrC=1C=C(C#N)C=CC1 (3-Bromobenzonitrile). Product: FC(C=1N=C(SC1)NC(=O)C1=NC(=CC=C1NC1=CC(=CC=C1)C#N)C)(F)F (3-(3-Cyano-phenylamino)-6-methyl-pyridine-2-carboxylic acid (4-trifluoromethyl-thiazol-2-yl)-amide). Reaction SMILES: [F:1][C:2]([F:26])([F:25])[C:3]1[N:4]=[C:5]([NH:8][C:9]([C:11]2[C:16]([NH:17][C:18]3[CH:19]=[N:20][CH:21]=[CH:22][CH:23]=3)=[CH:15][CH:14]=[C:13]([CH3:24])[N:12]=2)=[O:10])[S:6][CH:7]=1.Br[C:28]1C=C(C=C[CH:35]=1)C#N>>[F:25][C:2]([F:1])([F:26])[C:3]1[N:4]=[C:5]([NH:8][C:9]([C:11]2[C:16]([NH:17][C:18]3[CH:19]=[CH:35][CH:28]=[C:22]([C:21]#[N:20])[CH:23]=3)=[CH:15][CH:14]=[C:13]([CH3:24])[N:12]=2)=[O:10])[S:6][CH:7]=1. Procedure: The title compound, was prepared from 3-Amino-6-methyl-pyridine-2-carboxylic acid (4-trifluoromethyl-thiazol-2-yl)-amide (example 18) in accordance with the general method of example 20 using 3-Bromobenzonitrile instead of 3-Bromo-4-methylpyridine to yield the final compound as a light brown solid, MS (ISP): m/e=404.0 (M+H+). The reactants are C(C1=CC=CC=C1)NC(=O)C1=C(N=C(S1)N1C(N(CC1)CC=1C=C(C(=O)OCC)C=CC1)=O)C (ethyl 3-((3-(5-(benzylcarbamoyl)-4-methylthiazol-2-yl)-2-oxoimidazolidin-1-yl)methyl)benzoate), O.[OH-].[Li+] (lithium hydroxide monohydrate). Product: C(C1=CC=CC=C1)NC(=O)C1=C(N=C(S1)N1C(N(CC1)CC=1C=C(C(=O)O)C=CC1)=O)C (3-((3-(5-(benzylcarbamoyl)-4-methylthiazol-2-yl)-2-oxoimidazolidin-1-yl)methyl)benzoic acid). The yield is 97.0%. Solvent: O1CCCC1 (tetrahydrofuran), O (water). Procedure: To a solution of ethyl 3-((3-(5-(benzylcarbamoyl)-4-methylthiazol-2-yl)-2-oxoimidazolidin-1-yl)methyl)benzoate (0.093 g, 0.19 mmol) in tetrahydrofuran (5 mL) and water (2.5 mL) was added lithium hydroxide monohydrate (0.032 g, 0.77 mmol) at ambient temperature. The resulting reaction mixture was heated to reflux for 14 hours. The solvent was removed in metro, and the residue was neutralized to pH 3˜4 with 10% hydrochloric acid solution. The resulting precipitate was filtered, washed with water (... As a reaction SMILES: [CH2:1]([NH:8][C:9]([C:11]1[S:15][C:14]([N:16]2[CH2:20][CH2:19][N:18]([CH2:21][C:22]3[CH:23]=[C:24]([CH:30]=[CH:31][CH:32]=3)[C:25]([O:27]CC)=[O:26])[C:17]2=[O:33])=[N:13][C:12]=1[CH3:34])=[O:10])[C:2]1[CH:7]=[CH:6][CH:5]=[CH:4][CH:3]=1.O.[OH-].[Li+]>O1CCCC1.O>[CH2:1]([NH:8][C:9]([C:11]1[S:15][C:14]([N:16]2[CH2:20][CH2:19][N:18]([CH2:21][C:22]3[CH:23]=[C:24]([CH:30]=[CH:31][CH:32]=3)[C:25]([OH:27])=[O:26])[C:17]2=[O:33])=[N:13][C:12]=1[CH3:34])=[O:10])[C:2]1[CH:7]=[CH:6][CH:5]=[CH:4][CH:3]=1 |f:1.2.3|. Reactants: mercuric chloride, C1(CCCC1)OC=1C=C(C=CC1OC)C(CC(=O)OC)C[N+](=O)[O-] (methyl 3-(3-cyclopentyloxy-4-methoxyphenyl)-4-nitrobutanoate), [Al] (aluminium), C1(=CC=CC=C1)C (toluene), Cl (hydrochloric acid). Run in O (water), O1CCCC1 (tetrahydrofuran). The product is ON1C(CC(C1)C1=CC(=C(C=C1)OC)OC1CCCC1)=O (1-Hydroxy-4-(3-cyclopentyloxy-4-methoxyphenyl)-2-pyrrolidone). Reaction SMILES: [CH:1]1([O:6][C:7]2[CH:8]=[C:9]([CH:15]([CH2:21][N+:22]([O-:24])=O)[CH2:16][C:17](OC)=[O:18])[CH:10]=[CH:11][C:12]=2[O:13][CH3:14])[CH2:5][CH2:4][CH2:3][CH2:2]1.[Al].C1(C)C=CC=CC=1.Cl>O1CCCC1.O>[OH:24][N:22]1[CH2:21][CH:15]([C:9]2[CH:10]=[CH:11][C:12]([O:13][CH3:14])=[C:7]([O:6][CH:1]3[CH2:5][CH2:4][CH2:3][CH2:2]3)[CH:8]=2)[CH2:16][C:17]1=[O:18]. Procedure: A solution containing 13.0 g (0.039 mol) methyl 3-(3-cyclopentyloxy-4-methoxyphenyl)-4-nitrobutanoate prepared above in 400 ml tetrahydrofuran containing 4 ml water was gradually added to 3.8 g aluminium foil treated before with a solution of mercuric chloride (1 g) in water. The temperature was held at 15°-20° C. by cooling. The mixture was stirred overnight at ambient temperature after which toluene and 200 ml 6N hydrochloric acid were added. The organic phase was separated and washed with 0.8...